Dataset: the Open Reaction Database (ORD), a public repository of structured organic reaction records. Task: describe an organic reaction: reactants, conditions, products, and yield The reactants are ClC1=CC=C(C=N1)C(=O)N (6-chloro-3-pyridinecarboxamide), NC=1SC(=CC1C(=O)OCC)C (2-amino-5-methyl-3-thiophenecarboxylic acid, ethyl ester). Run in C(Cl)(Cl)Cl (chloroform). Run at temperature 185 celsius, time 6 hour. Product: CC1=CC2=C(N=C3N(C2=O)C=C(C=C3)C(=O)N)S1 (2-methyl-4-oxo-4H-pyrido[1,2-a]thieno[2,3-d]pyrimidine-7-carboxamide). The yield is 6.1%. RXN SMILES: Cl[C:2]1[N:7]=[CH:6][C:5]([C:8]([NH2:10])=[O:9])=[CH:4][CH:3]=1.[NH2:11][C:12]1[S:13][C:14]([CH3:22])=[CH:15][C:16]=1[C:17](OCC)=[O:18]>C(Cl)(Cl)Cl>[CH3:22][C:14]1[S:13][C:12]2[N:11]=[C:2]3[CH:3]=[CH:4][C:5]([C:8]([NH2:10])=[O:9])=[CH:6][N:7]3[C:17](=[O:18])[C:16]=2[CH:15]=1. Reported procedure: A mixture of 6.0 g (0.038 mol) of 6-chloro-3-pyridinecarboxamide (Aldrich Chemical Company) and 10.0 g (0.054 mol) of 2-amino-5-methyl-3-thiophenecarboxylic acid, ethyl ester (Chemische Berichte, Vol. 99, pages 94-100, 1966) is heated in an oil bath at 185° C. for one hour then at 135°-140° C. for sixteen hours and finally at 195° C. for six hours. The mixture is cooled and then suspended in hot chloroform and filtered to give 0.6 g of 2-methyl-4-oxo-4H-pyrido[1,2-a]thieno[2,3-d]pyrimidine-7-car... Reactants: C(C)OC(C(CC)CC1=C(C=C(C=C1)O)OC)=O (2-(4-Hydroxy-2-methoxy-benzyl)-butyric acid ethyl ester), [OH-].[Na+] (NaOH), OCCCOC1=CC=C(C=C1)C(=O)C1=CC=CC=C1 ([4-(3-Hydroxy-propoxy)-phenyl]-phenyl-methanone), CC(C)OC(=O)/N=N/C(=O)OC(C)C.C1(=CC=CC=C1)C (DIAD toluene). The product is C(C1=CC=CC=C1)(=O)C1=CC=C(OCCCOC2=CC(=C(C=C2)CC(C(=O)O)OC)OC)C=C1 (3-{4-[3-(4-Benzoyl-phenoxy)-propoxy]-2-methoxy-phenyl}-2-methoxy-propionic acid). RXN SMILES: C([O:3][C:4](=[O:18])[CH:5]([CH2:8][C:9]1[CH:14]=[CH:13][C:12]([OH:15])=[CH:11][C:10]=1[O:16][CH3:17])CC)C.O[CH2:20][CH2:21][CH2:22][O:23][C:24]1[CH:29]=[CH:28][C:27]([C:30]([C:32]2[CH:37]=[CH:36][CH:35]=[CH:34][CH:33]=2)=[O:31])=[CH:26][CH:25]=1.C[CH:39]([O:41]C(/N=N/C(OC(C)C)=O)=O)C.C1(C)C=CC=CC=1.[OH-].[Na+]>>[C:30]([C:27]1[CH:28]=[CH:29][C:24]([O:23][CH2:22][CH2:21][CH2:20][O:15][C:12]2[CH:13]=[CH:14][C:9]([CH2:8][CH:5]([O:41][CH3:39])[C:4]([OH:3])=[O:18])=[C:10]([O:16][CH3:17])[CH:11]=2)=[CH:25][CH:26]=1)(=[O:31])[C:32]1[CH:37]=[CH:36][CH:35]=[CH:34][CH:33]=1 |f:2.3,4.5|. Procedure: A mixture solution of 2-(4-Hydroxy-2-methoxy-benzyl)-butyric acid ethyl ester from Example 188, Step C and [4-(3-Hydroxy-propoxy)-phenyl]-phenyl-methanone were allowed to react under the Standard Mitsounobu coupling conditions B (DIAD/toluene) to give the corresponding coupled product which by the Standard hydrolysis procedure C (NaOH) yield the title compound. MS (ES) for C27H28O7 [M+H]+: 465. Product: CN(C)C(=O)c1cc(-c2ncc(C(F)(F)F)cc2Cl)ccc1Cl. The reactants are ClCCl, CNC, O=C(Cl)c1cc(-c2ncc(C(F)(F)F)cc2Cl)ccc1Cl, O. Reaction SMILES: [CH2:25]([Cl:26])[Cl:27].[CH3:22][NH:23][CH3:24].[Cl:1][c:2]1[c:3](-[c:12]2[cH:13][c:14]([C:19](=[O:20])[Cl:21])[c:15]([Cl:18])[cH:16][cH:17]2)[n:4][cH:5][c:6]([C:8]([F:9])([F:10])[F:11])[cH:7]1.[OH2:28]>>[Cl:1][c:2]1[c:3](-[c:12]2[cH:13][c:14]([C:19](=[O:20])[N:23]([CH3:22])[CH3:24])[c:15]([Cl:18])[cH:16][cH:17]2)[n:4][cH:5][c:6]([C:8]([F:9])([F:10])[F:11])[cH:7]1. Reactants: OCC1=CC(=NC=C1)C1=CC(=C(C(=C1)OC)OC)OC (4-Hydroxymethyl-2-(3,4,5-trimethoxyphenyl)pyridine), S(=O)(Cl)Cl (thionyl chloride). Solvent: C(Cl)(Cl)Cl (chloroform). Reaction conditions: time 30 minute. The product is ClCC1=CC(=NC=C1)C1=CC(=C(C(=C1)OC)OC)OC (4-chloromethyl-2-(3,4,5-trimethoxyphenyl)-pyridine). Reaction SMILES: O[CH2:2][C:3]1[CH:8]=[CH:7][N:6]=[C:5]([C:9]2[CH:14]=[C:13]([O:15][CH3:16])[C:12]([O:17][CH3:18])=[C:11]([O:19][CH3:20])[CH:10]=2)[CH:4]=1.S(Cl)([Cl:23])=O>C(Cl)(Cl)Cl>[Cl:23][CH2:2][C:3]1[CH:8]=[CH:7][N:6]=[C:5]([C:9]2[CH:14]=[C:13]([O:15][CH3:16])[C:12]([O:17][CH3:18])=[C:11]([O:19][CH3:20])[CH:10]=2)[CH:4]=1. Procedure details: 4-Hydroxymethyl-2-(3,4,5-trimethoxyphenyl)pyridine (18.15 g) was dissolved in chloroform (300 mL), and to the solution thionyl chloride (19.2 mL) was added at 0° C. After 30 minutes, the mixture was warmed to room temperature and stirred for 4 hours. The reaction mixture was washed with a saturated aqueous solution of sodium hydrogencarbonate and saturated brine, dried over anhydrous sodium sulfate and concentrated under reduced pressure. The residue was then recrystallized from chloroform-hexan... Starting materials: Intermediate 26B, [O-]C1=CC=C2C=CC(=CC2=C1)S(=O)(=O)[O-].[Na+].[Na+] (sodium 7-oxidonaphthalene-2-sulfonate), ClCCCN1CCCC1 (1-(3-chloropropyl)pyrrolidine). The product is N1(CCCC1)CCCOC1=CC=C2C=CC(=CC2=C1)S(=O)(=O)O (7-(3-(Pyrrolidin-1-yl)propoxy)naphthalene-2-sulfonic acid). The yield is 54.9%. RXN SMILES: [O-:1][C:2]1[CH:11]=[C:10]2[C:5]([CH:6]=[CH:7][C:8]([S:12]([O-:15])(=[O:14])=[O:13])=[CH:9]2)=[CH:4][CH:3]=1.[Na+].[Na+].Cl[CH2:19][CH2:20][CH2:21][N:22]1[CH2:26][CH2:25][CH2:24][CH2:23]1>>[N:22]1([CH2:21][CH2:20][CH2:19][O:1][C:2]2[CH:11]=[C:10]3[C:5]([CH:6]=[CH:7][C:8]([S:12]([OH:15])(=[O:13])=[O:14])=[CH:9]3)=[CH:4][CH:3]=2)[CH2:26][CH2:25][CH2:24][CH2:23]1 |f:0.1.2|. Procedure: Following a procedure analogous to that for the synthesis of Intermediate 26B, sodium 7-oxidonaphthalene-2-sulfonate (Pfaltz and Bauer, 200 mg, 0.75 mmol) and 1-(3-chloropropyl)pyrrolidine (110 mg, 0.75 mmol) were converted to the title compound (138 mg, 55%). MS(ESI+) m/z 336.1 (M+H)+.